Task: describe an organic reaction: reactants, conditions, products, and yield. Dataset: the Open Reaction Database (ORD), a public repository of structured organic reaction records Reactants: O=C1C=CCC1, CO, O=Cc1cc(-c2ccccc2)cnc1Cl, O, c1c[nH]cn1. Yields the product O=C1CCC=C1C(O)c1cc(-c2ccccc2)cnc1Cl. As a reaction SMILES: [C:21]1(=[O:26])[CH:22]=[CH:23][CH2:24][CH2:25]1.[CH3:27][OH:28].[Cl:1][c:2]1[c:3]([CH:4]=[O:5])[cH:6][c:7](-[c:10]2[cH:11][cH:12][cH:13][cH:14][cH:15]2)[cH:8][n:9]1.[OH2:29].[nH:16]1[cH:17][cH:18][n:19][cH:20]1>>[Cl:1][c:2]1[c:3]([CH:4]([OH:5])[C:22]2=[CH:23][CH2:24][CH2:25][C:21]2=[O:26])[cH:6][c:7](-[c:10]2[cH:11][cH:12][cH:13][cH:14][cH:15]2)[cH:8][n:9]1.